Dataset: the Open Reaction Database (ORD), a public repository of structured organic reaction records. Task: describe an organic reaction: reactants, conditions, products, and yield Reactants: C([O-])([O-])=O.[K+].[K+] (potassium carbonate), NC1=C(C(=NC(=C1)Cl)C#N)[N+](=O)[O-] (4-amino-6-chloro-3-nitro-pyridine-2-carbonitrile), C(C)I (ethyl iodide). Run in CN(C)C=O (DMF), CN(C)C=O (DMF). Run at time 24 hour. Product: ClC1=CC(=C(C(=N1)C#N)[N+](=O)[O-])NCC (6-Chloro-4-ethylamino-3-nitro-pyridine-2-carbonitrile). Isolated yield 64.4%. Reaction SMILES: C(=O)([O-])[O-].[K+].[K+].[NH2:7][C:8]1[CH:13]=[C:12]([Cl:14])[N:11]=[C:10]([C:15]#[N:16])[C:9]=1[N+:17]([O-:19])=[O:18].[CH2:20](I)[CH3:21]>CN(C=O)C>[Cl:14][C:12]1[N:11]=[C:10]([C:15]#[N:16])[C:9]([N+:17]([O-:19])=[O:18])=[C:8]([NH:7][CH2:20][CH3:21])[CH:13]=1 |f:0.1.2|. Procedure: At room temperature, potassium carbonate (3.06 g) was added by portions to a solution of 4-amino-6-chloro-3-nitro-pyridine-2-carbonitrile (4.0 g) in DMF (60 mL). A solution of ethyl iodide (3.46 g) in DMF (20 mL) was added dropwise to the mixture, then stirred for 24 h at room temperature and concentrated under reduced pressure. The residue was partitioned between water (50 ml) and ethyl acetate (100 ml). The aqueous layer was extracted with ethyl acetate (2×50 ml). The combined organic layers w... Reactants: CC1(OC(C(C(O1)=O)=C(C1N(CCN(C1)C(=O)OC(C)(C)C)C(=O)OC(C)(C)C)O)=O)C (bis(1,1-dimethylethyl) 2-[(2,2-dimethyl-4,6-dioxo-1,3-dioxan-5-ylidene)(hydroxy)methyl]-1,4-piperazinedicarboxylate), CC1(OC(C(C(O1)=O)=C(C1N(CCN(C1)C(=O)OC(C)(C)C)C(=O)OC(C)(C)C)O)=O)C (bis(1,1-dimethylethyl) 2-[(2,2-dimethyl-4,6-dioxo-1,3-dioxan-5-ylidene)(hydroxy)methyl]-1,4-piperazinedicarboxylate), [O-]CC.[Na+] (sodium ethoxide). The solvent is C(C)O (ethanol). Product: C(C)OC(CC(=O)C1N(CCN(C1)C(=O)OC(C)(C)C)C(=O)OC(C)(C)C)=O (Bis(1,1-Dimethylethyl) 2-[3-(ethyloxy)-3-oxopropanoyl]-1,4-piperazinedicarboxylate). Yield: 46.6%. As a reaction SMILES: [CH3:1][C:2]1(C)OC(=O)[C:5](=[C:9]([OH:30])[CH:10]2[CH2:15][N:14]([C:16]([O:18][C:19]([CH3:22])([CH3:21])[CH3:20])=[O:17])[CH2:13][CH2:12][N:11]2[C:23]([O:25][C:26]([CH3:29])([CH3:28])[CH3:27])=[O:24])[C:4](=[O:31])[O:3]1.[O-]CC.[Na+]>C(O)C>[CH2:2]([O:3][C:4](=[O:31])[CH2:5][C:9]([CH:10]1[CH2:15][N:14]([C:16]([O:18][C:19]([CH3:22])([CH3:21])[CH3:20])=[O:17])[CH2:13][CH2:12][N:11]1[C:23]([O:25][C:26]([CH3:29])([CH3:28])[CH3:27])=[O:24])=[O:30])[CH3:1] |f:1.2|. Reported procedure: To a solution of bis(1,1-dimethylethyl) 2-[(2,2-dimethyl-4,6-dioxo-1,3-dioxan-5-ylidene)(hydroxy)methyl]-1,4-piperazinedicarboxylate (may be prepared as described in Intermediate 2; 8.32 g) in ethanol (250 mL) under argon, cooled to 0° C., was added dropwise a 21% weight solution of sodium ethoxide (118 mL). After completion of addition, the reaction was heated to reflux for 18 hours. The reaction mixture was evaporated and the residue partitioned between 2× ethyl acetate and water. The combined...